This data is from the Open Reaction Database (ORD), a public repository of structured organic reaction records. The task is: describe an organic reaction: reactants, conditions, products, and yield Starting materials: (D/L)-1-m-chlorophenyl-1,2-ethanediol carbonate, C(N)(=O)OC[C@@H](O)C1=C(C=CC=C1)Cl ((S)-2-carbamoyloxy-1-o-chlorophenylethanol), C(N)(=O)OC[C@H](O)C1=C(C=CC=C1)Cl ((R)-2-carbamoyloxy-1-o-chlorophenylethanol). Product: C(O)(O)=O.ClC1=C(C=CC=C1)[C@H](CO)O ((R)-1-o-Chlorophenyl-1,2-ethanediol carbonate), C(N)(=O)OC[C@H](O)C1=C(C=CC=C1)Cl ((R)-2-carbamoyloxy-1-o-chlorophenylethanol). Yield: 54.0%. As a reaction SMILES: [C:1]([O:4][CH2:5][C@H:6]([C:8]1[CH:13]=[CH:12][CH:11]=[CH:10][C:9]=1[Cl:14])[OH:7])(=[O:3])[NH2:2].C([O:18][CH2:19][C@@H:20]([C:22]1[CH:27]=[CH:26][CH:25]=[CH:24][C:23]=1[Cl:28])[OH:21])(=[O:17])N>>[C:1](=[O:3])([OH:17])[OH:4].[Cl:28][C:23]1[CH:24]=[CH:25][CH:26]=[CH:27][C:22]=1[C@@H:20]([OH:21])[CH2:19][OH:18].[C:1]([O:4][CH2:5][C@@H:6]([C:8]1[CH:13]=[CH:12][CH:11]=[CH:10][C:9]=1[Cl:14])[OH:7])(=[O:3])[NH2:2] |f:2.3|. Reported procedure: (R)-1-o-Chlorophenyl-1,2-ethanediol carbonate was prepared using the same synthetic method described in Example 2, except that (S)-2-carbamoyloxy-1-o-chlorophenylethanol (10.98 g) was used instead of (D/L)-1-m-chlorophenyl-1,2-ethanediol. The crude (R)-2-carbamoyloxy-1-o-chlorophenylethanol prepared in this manner was used in the synthetic method described in Example 6 for (D/L)-1-m-chlorophenyl-1,2-ethanediol carbonate to yield (R)-2-carbamoyloxy-1-o-chlorophenylethanol (4.02 g, yield 54%). An ... Reactants: Cc1[nH]c(C(=O)O)cc1Br, C1CCOC1, NC(=O)c1cc(Cl)nc(N2CCC(O)CC2)c1, CCOC(=O)N=NC(=O)OCC, c1ccc(P(c2ccccc2)c2ccccc2)cc1. The product is Cc1[nH]c(C(=O)OC2CCN(c3cc(C(N)=O)cc(Cl)n3)CC2)cc1Br. Reaction SMILES: [Br:18][c:19]1[cH:20][c:21]([C:25](=[O:26])[OH:27])[nH:22][c:23]1[CH3:24].[CH2:59]1[O:60][CH2:61][CH2:62][CH2:63]1.[Cl:1][c:2]1[cH:3][c:4]([C:5](=[O:6])[NH2:7])[cH:8][c:9]([N:11]2[CH2:12][CH2:13][CH:14]([OH:17])[CH2:15][CH2:16]2)[n:10]1.[O:47]=[C:48]([O:49][CH2:50][CH3:51])[N:52]=[N:53][C:54]([O:55][CH2:56][CH3:57])=[O:58].[c:28]1([P:29]([c:30]2[cH:31][cH:32][cH:33][cH:34][cH:35]2)[c:36]2[cH:37][cH:38][cH:39][cH:40][cH:41]2)[cH:42][cH:43][cH:44][cH:45][cH:46]1>>[Cl:1][c:2]1[cH:3][c:4]([C:5](=[O:6])[NH2:7])[cH:8][c:9]([N:11]2[CH2:12][CH2:13][CH:14]([O:17][C:25]([c:21]3[cH:20][c:19]([Br:18])[c:23]([CH3:24])[nH:22]3)=[O:26])[CH2:15][CH2:16]2)[n:10]1.